From a dataset of the Open Reaction Database (ORD), a public repository of structured organic reaction records. describe an organic reaction: reactants, conditions, products, and yield Product: O.Cl.ClC=1C=C(C=CC1Cl)CC(=O)N1C(CC(CC1)C)CN1CCCC1.ClC=1C=C(C=CC1Cl)CC(=O)N1C(CC(CC1)C)CN1CCCC1.Cl (1-(3,4-dichlorophenylacetyl)-2-(pyrrolidin-1-yl)methyl-4-methyl piperidine hydrochloride hemihydrate). RXN SMILES: [CH3:1][CH:2]1[CH2:7][CH2:6][NH:5][CH:4]([CH2:8][N:9]2[CH2:13][CH2:12][CH2:11][CH2:10]2)[CH2:3]1.[Cl:14][C:15]1[CH:16]=[C:17]([CH2:22][C:23](Cl)=[O:24])[CH:18]=[CH:19][C:20]=1[Cl:21]>>[OH2:24].[ClH:14].[Cl:14][C:15]1[CH:16]=[C:17]([CH2:22][C:23]([N:5]2[CH2:6][CH2:7][CH:2]([CH3:1])[CH2:3][CH:4]2[CH2:8][N:9]2[CH2:13][CH2:12][CH2:11][CH2:10]2)=[O:24])[CH:18]=[CH:19][C:20]=1[Cl:21].[Cl:14][C:15]1[CH:16]=[C:17]([CH2:22][C:23]([N:5]2[CH2:6][CH2:7][CH:2]([CH3:1])[CH2:3][CH:4]2[CH2:8][N:9]2[CH2:13][CH2:12][CH2:11][CH2:10]2)=[O:24])[CH:18]=[CH:19][C:20]=1[Cl:21].[ClH:14] |f:2.3.4.5.6|. The reactants are 1.4, CC1CC(NCC1)CN1CCCC1 (4-methyl-2-(1-pyrrolidinyl)methyl piperidine), 2.1, ClC=1C=C(C=CC1Cl)CC(=O)Cl (3,4-dichlorophenylacetyl chloride). Procedure details: g 1.4 (0.0077 moles) of 4-methyl-2-(1-pyrrolidinyl)methyl piperidine were reacted with g 2.1 (0.0093 moles) of 3,4-dichlorophenylacetyl chloride as described in Example 1. The oily residue so obtained (g 3.1) was chromatographed on 60 g of silica gel, eluting with CH2Cl2 containing increasing amounts of methanol (0.5 to 1.5%). Reactants: [Al+3], [H-], [H-], [H-], [H-], [Li+], C1CCOC1, O, CCOC(=O)c1cc2c(s1)CCN(C(=O)OC(C)(C)C)C2. Yields the product CC(C)(C)OC(=O)N1CCc2sc(CO)cc2C1. As a reaction SMILES: [Al+3:2].[H-:1].[H-:4].[H-:5].[H-:6].[Li+:3].[O:29]1[CH2:30][CH2:31][CH2:32][CH2:33]1.[OH2:28].[s:7]1[c:8]([C:23](=[O:24])[O:25][CH2:26][CH3:27])[cH:9][c:10]2[c:15]1[CH2:14][CH2:13][N:12]([C:16](=[O:17])[O:18][C:19]([CH3:20])([CH3:21])[CH3:22])[CH2:11]2>>[s:7]1[c:8]([CH2:23][OH:24])[cH:9][c:10]2[c:15]1[CH2:14][CH2:13][N:12]([C:16](=[O:17])[O:18][C:19]([CH3:20])([CH3:21])[CH3:22])[CH2:11]2. Reactants: OC1(CCC(CC1)(C#N)C1=CC=CC=C1)C1=CC=C(C=C1)SC (4-hydroxy-4-(4-methylsulfanylphenyl)-1-phenylcyclohexanecarbonitrile), IC (iodomethane). Yields the product COC1(CCC(CC1)(C#N)C1=CC=CC=C1)C1=CC=C(C=C1)SC (4-Methoxy-4-(4-methylsulfanylphenyl)-1-phenylcyclohexanecarbonitrile). As a reaction SMILES: [OH:1][C:2]1([C:16]2[CH:21]=[CH:20][C:19]([S:22][CH3:23])=[CH:18][CH:17]=2)[CH2:7][CH2:6][C:5]([C:10]2[CH:15]=[CH:14][CH:13]=[CH:12][CH:11]=2)([C:8]#[N:9])[CH2:4][CH2:3]1.I[CH3:25]>>[CH3:25][O:1][C:2]1([C:16]2[CH:21]=[CH:20][C:19]([S:22][CH3:23])=[CH:18][CH:17]=2)[CH2:7][CH2:6][C:5]([C:10]2[CH:15]=[CH:14][CH:13]=[CH:12][CH:11]=2)([C:8]#[N:9])[CH2:4][CH2:3]1. Procedure details: 1.50 g of 4-hydroxy-4-(4-methylsulfanylphenyl)-1-phenylcyclohexanecarbonitrile were reacted with iodomethane according to the process described in Example 40. 1.19 g of the title compound were obtained as a colorless oil. Reactants: BrC1=CC(=NC=C1)C(C)N (1-(4-bromopyridin-2-yl)ethanamine), C(C)(=O)OC(C)=O (acetic anhydride). The solvent is C(Cl)(Cl)Cl (chloroform). The product is BrC1=CC(=NC=C1)C(C)NC(C)=O (N-(1-(4-bromopyridin-2-yl)ethyl)acetamide). RXN SMILES: [Br:1][C:2]1[CH:7]=[CH:6][N:5]=[C:4]([CH:8]([NH2:10])[CH3:9])[CH:3]=1.[C:11](OC(=O)C)(=[O:13])[CH3:12]>C(Cl)(Cl)Cl>[Br:1][C:2]1[CH:7]=[CH:6][N:5]=[C:4]([CH:8]([NH:10][C:11](=[O:13])[CH3:12])[CH3:9])[CH:3]=1. Reported procedure: To a solution of 1-(4-bromopyridin-2-yl)ethanamine (2.3 g, 11.44 mmol) in chloroform (30 mL) was added acetic anhydride (2.16 mL, 22.88 mmol) dropwise at 0° C. The reaction was then quenched with ice water (40 mL) and extracted with chloroform (2×50 mL). The organic extracts were combined, then washed with 1M NaOH (50 mL), dried over Na2SO4, concentrated, and purified by column chromatography (gradient 0 to 5% MeOH/DCM) to afford the product. 1H NMR (400 MHz, CDCl3) δ 8.35 (d, J=5.3 Hz, 1H), 7.4... The reactants are C(C)(=O)OO (Peracetic acid), ClC1=CC=C(C=C1)C1=CC=C(C=C1)I (4-(4-chlorophenyl)iodobenzene). Solvent: C(C)(=O)O (acetic acid). Conditions: temperature 30 celsius, time 6 hour. Yields the product ClC1=CC=C(C=C1)C1=CC=C(C=C1)I(OC(C)=O)OC(C)=O (4-(4-chlorophenyl)-(diacetoxyiodo)-benzene). As a reaction SMILES: [C:1]([O:4]O)(=[O:3])[CH3:2].[Cl:6][C:7]1[CH:12]=[CH:11][C:10]([C:13]2[CH:18]=[CH:17][C:16]([I:19])=[CH:15][CH:14]=2)=[CH:9][CH:8]=1>C(O)(=O)C>[Cl:6][C:7]1[CH:8]=[CH:9][C:10]([C:13]2[CH:18]=[CH:17][C:16]([I:19]([O:4][C:1](=[O:3])[CH3:2])[O:4][C:1](=[O:3])[CH3:2])=[CH:15][CH:14]=2)=[CH:11][CH:12]=1. Reported procedure: Peracetic acid (40%, 13 ml.) is added dropwise to a stirred suspension of 4-(4-chlorophenyl)iodobenzene (12.6 g.) in acetic acid (25 ml.) at 30° C. during 1hour. The mixture is stirred at 30° C. for 6 hours, and at ambient temperature for 2 days, then evaporated to dryness in vacuo. The residue is washed with light petroleum, and is crystallised from chloroform to give 4-(4-chlorophenyl)-(diacetoxyiodo)-benzene (10.7 g.) m.p. 147°-150° C. Reactants: CN1CCCC1=O, O=c1[nH]cnc2cnc(Cl)cc12, [Cu]I, N#C[K]. Product: N#Cc1cc2c(=O)[nH]cnc2cn1. Reaction SMILES: [CH3:16][N:17]1[CH2:18][CH2:19][CH2:20][C:21]1=[O:22].[Cl:1][c:2]1[cH:3][c:4]2[c:5]([n:6][cH:7][nH:8][c:9]2=[O:10])[cH:11][n:12]1.[Cu:23][I:24].[K:13][C:14]#[N:15]>>[c:2]1([C:14]#[N:15])[cH:3][c:4]2[c:5]([n:6][cH:7][nH:8][c:9]2=[O:10])[cH:11][n:12]1.